describe an organic reaction: reactants, conditions, products, and yield From a dataset of the Open Reaction Database (ORD), a public repository of structured organic reaction records. The reactants are O=C(c1ccc(Br)cc1)c1cccs1, Cn1cccc1C#N. Product: Cn1c(C#N)ccc1-c1ccc(C(=O)c2cccs2)cc1. RXN SMILES: [Br:1][c:2]1[cH:3][cH:4][c:5]([C:8](=[O:9])[c:10]2[s:11][cH:12][cH:13][cH:14]2)[cH:6][cH:7]1.[CH3:15][n:16]1[c:17]([C:21]#[N:22])[cH:18][cH:19][cH:20]1>>[c:2]1(-[c:20]2[n:16]([CH3:15])[c:17]([C:21]#[N:22])[cH:18][cH:19]2)[cH:3][cH:4][c:5]([C:8](=[O:9])[c:10]2[s:11][cH:12][cH:13][cH:14]2)[cH:6][cH:7]1. Reactants: C12C(CC(C=C1)C2)CCCCCCN=CC2=C1C=CC=NC1=C(C=C2)O (5-[(6-Bicyclo[2.2.1]hept-5-en-2-yl-hexylimino)-methyl]-quinolin-8-ol), [BH4-].[Na+] (NaBH4). Run in CO (methanol), O (water). Conditions: time 10 minute. The product is C12C(CC(C=C1)C2)CCCCCCNCC2=C1C=CC=NC1=C(C=C2)O (5-[(6-Bicyclo[2.2.1]hept-5-en-2-yl-hexylamino)-methyl]-quinolin-8-ol). Isolated yield 50.0%. As a reaction SMILES: [CH:1]12[CH2:7][CH:4]([CH:5]=[CH:6]1)[CH2:3][CH:2]2[CH2:8][CH2:9][CH2:10][CH2:11][CH2:12][CH2:13][N:14]=[CH:15][C:16]1[CH:25]=[CH:24][C:23]([OH:26])=[C:22]2[C:17]=1[CH:18]=[CH:19][CH:20]=[N:21]2.[BH4-].[Na+]>CO.O>[CH:1]12[CH2:7][CH:4]([CH:5]=[CH:6]1)[CH2:3][CH:2]2[CH2:8][CH2:9][CH2:10][CH2:11][CH2:12][CH2:13][NH:14][CH2:15][C:16]1[CH:25]=[CH:24][C:23]([OH:26])=[C:22]2[C:17]=1[CH:18]=[CH:19][CH:20]=[N:21]2 |f:1.2|. Reported procedure: Imine 7 was dissolved in 50 mL of dry methanol and 1 equivalent of NaBH4 (0.136 g, 0.0036 mol) was added in small increments. After the addition was complete, the solution was allowed to stir for 10 minutes at room temperature. The solution was diluted with water and extracted three times with 20 mL of methylene chloride. The combined organic layers were washed with water, NaHCO3, brine, and dried over Na2SO4. The solvent was removed under reduced pressure to yield a brown liquid. Purification b...